From a dataset of the Open Reaction Database (ORD), a public repository of structured organic reaction records. describe an organic reaction: reactants, conditions, products, and yield Reactants: Cl (hydrochloric acid), Cl.C(CCC)OC([C@@H](NC([C@@H](NC([C@@H]1N(C(CC1)=O)C(=O)OCC1=CC=CC=C1)=O)CC1=CC=CC=C1)=O)CCCNC(N)=N)OCCCC (N-benzyloxycarbonyl-D-pyroglutamyl-L-phenylalanyl-L-argininal dibutylacetal hydrochloride), [OH-].[Na+] (sodium hydroxide). The solvent is C(C)#N (acetonitrile). Product: Cl.C(C1=CC=CC=C1)OC(=O)N1[C@H](CCC1=O)C(=O)N[C@@H](CC1=CC=CC=C1)C(=O)N[C@@H](CCCNC(N)=N)C=O (N-benzyloxycarbonyl-D-pyroglutamyl-L-phenylalanyl-L-argininal hydrochloride). Isolated yield 75.0%. Reaction SMILES: [ClH:1].Cl.C([O:7][CH:8](OCCCC)[C@H:9]([CH2:40][CH2:41][CH2:42][NH:43][C:44](=[NH:46])[NH2:45])[NH:10][C:11](=[O:39])[C@H:12]([CH2:32][C:33]1[CH:38]=[CH:37][CH:36]=[CH:35][CH:34]=1)[NH:13][C:14](=[O:31])[C@H:15]1[CH2:19][CH2:18][C:17](=[O:20])[N:16]1[C:21]([O:23][CH2:24][C:25]1[CH:30]=[CH:29][CH:28]=[CH:27][CH:26]=1)=[O:22])CCC.[OH-].[Na+]>C(#N)C>[ClH:1].[CH2:24]([O:23][C:21]([N:16]1[C:17](=[O:20])[CH2:18][CH2:19][C@@H:15]1[C:14]([NH:13][C@H:12]([C:11]([NH:10][C@H:9]([CH:8]=[O:7])[CH2:40][CH2:41][CH2:42][NH:43][C:44](=[NH:45])[NH2:46])=[O:39])[CH2:32][C:33]1[CH:38]=[CH:37][CH:36]=[CH:35][CH:34]=1)=[O:31])=[O:22])[C:25]1[CH:26]=[CH:27][CH:28]=[CH:29][CH:30]=1 |f:1.2,3.4,6.7|. Reported procedure: After 1N hydrochloric acid aqueous solution (5 ml) was added to a solution of N-benzyloxycarbonyl-D-pyroglutamyl-L-phenylalanyl-L-argininal dibutylacetal hydrochloride (72 mg, 0.10 mmol) in acetonitrile (10 ml), the mixture was reacted at 36° C. for 1.5 hour with stirring. After completion of the reaction, pH of the reaction mixture was adjusted to 4.8 with 1N sodium hydroxide aqueous solution. The solvent was distilled off under reduced pressure and chloroform was added to the residue. Insolubl... Reactants: BrCCOC(C(C)(C)C)=O (2,2-dimethylpropionic acid 2-bromoethyl ester), C(C)(C)(C)OC(N[C@H]1CNCCC1)=O ((R)-piperidin-3-ylcarbamic acid tert-butyl ester), C([O-])([O-])=O.[K+].[K+] (potassium carbonate), [I-].[Na+] (sodium iodide). Run in CN(C)C=O (DMF). Reaction conditions: time 2 day. Product: C(C)(C)(C)OC(=O)N[C@H]1CN(CCC1)CCOC(C(C)(C)C)=O (2,2-Dimethylpropionic acid 2-((R)-3-tert-butoxycarbonylaminopiperidin-1-yl)ethyl ester). Yield: 87.8%. As a reaction SMILES: Br[CH2:2][CH2:3][O:4][C:5](=[O:10])[C:6]([CH3:9])([CH3:8])[CH3:7].[C:11]([O:15][C:16](=[O:24])[NH:17][C@@H:18]1[CH2:23][CH2:22][CH2:21][NH:20][CH2:19]1)([CH3:14])([CH3:13])[CH3:12].C(=O)([O-])[O-].[K+].[K+].[I-].[Na+]>CN(C=O)C>[C:11]([O:15][C:16]([NH:17][C@@H:18]1[CH2:23][CH2:22][CH2:21][N:20]([CH2:2][CH2:3][O:4][C:5](=[O:10])[C:6]([CH3:9])([CH3:8])[CH3:7])[CH2:19]1)=[O:24])([CH3:14])([CH3:12])[CH3:13] |f:2.3.4,5.6|. Procedure: A mixture of 2,2-dimethylpropionic acid 2-bromoethyl ester (2.3 g, 11 mmol), (R)-piperidin-3-ylcarbamic acid tert-butyl ester (2 g, 10.0 mmol), potassium carbonate (4.15 g, 30 mmol) and sodium iodide (0.15 g, 1 mmol) in DMF (20 mL) was stirred at RT for 2 days. The reaction mixture was partitioned between water and EtOAc. The aqueous phase was extracted with EtOAc and the combined organic fractions washed with water, followed by brine, then dried (Na2SO4) and concentrated in vacuo. The resulting... The reactants are ClC1=CC2=C(C3=C(O2)C=CC=C3C)C=C1 (7-chloro-1-methyl-dibenzofuran), BrN1C(CCC1=O)=O (N-bromosuccinimide), C(C1=CC=CC=C1)(=O)OOC(C1=CC=CC=C1)=O (dibenzoyl peroxide). Run in ClC(Cl)(Cl)Cl (tetrachlorocarbon). The product is ClC1=CC2=C(C3=C(O2)C=CC=C3CBr)C=C1 (7-chloro-1-bromomethyl-dibenzofuran). Isolated yield 71.6%. RXN SMILES: [Cl:1][C:2]1[CH:15]=[CH:14][C:5]2[C:6]3[C:12]([CH3:13])=[CH:11][CH:10]=[CH:9][C:7]=3[O:8][C:4]=2[CH:3]=1.[Br:16]N1C(=O)CCC1=O.C(OOC(=O)C1C=CC=CC=1)(=O)C1C=CC=CC=1>ClC(Cl)(Cl)Cl>[Cl:1][C:2]1[CH:15]=[CH:14][C:5]2[C:6]3[C:12]([CH2:13][Br:16])=[CH:11][CH:10]=[CH:9][C:7]=3[O:8][C:4]=2[CH:3]=1. Procedure: A mixture of 7-chloro-1-methyl-dibenzofuran (6.27 g, 29.1 mmol), N-bromosuccinimide (5.4 g, 30.3 mmole) and dibenzoyl peroxide (0.82 g, 3.4 mmole) in tetrachlorocarbon (100 mL) was heated at reflux for 3 hours, and then concentrated to about 50 mL. The resulting suspension was filtered, rinsed by CCl4. The solid was dissolved in CH2Cl2, washed by water, dried over Na2SO4, evaporated to give 6.16 g of beige solid. Starting materials: C1CCOC1, Nc1ccnc(CCl)n1, [H-], [Na+], O, OCC1CC1. Yields the product Nc1ccnc(COCC2CC2)n1. RXN SMILES: [CH2:16]1[O:17][CH2:18][CH2:19][CH2:20]1.[Cl:6][CH2:7][c:8]1[n:9][cH:10][cH:11][c:12]([NH2:14])[n:13]1.[H-:21].[Na+:22].[OH2:15].[OH:1][CH2:2][CH:3]1[CH2:4][CH2:5]1>>[O:1]([CH2:2][CH:3]1[CH2:4][CH2:5]1)[CH2:7][c:8]1[n:9][cH:10][cH:11][c:12]([NH2:14])[n:13]1. Reactants: C(C)(C)(C)C1=CC=C(C=C1)S(=O)(=O)N(C1=CC=C(C=C1)C)CC(=O)O ([(4-tert-butyl-benzenesulfonyl)-p-tolyl-amino]-acetic acid), N1=C(C=CC2=CC=CC=C12)CNCCCO (3-[(quinolin-2-ylmethyl)-amino]-propan-1-ol). Yields the product C(C)(C)(C)C1=CC=C(C=C1)S(=O)(=O)N(CC(=O)N(CC1=NC2=CC=CC=C2C=C1)CCCO)C1=CC=C(C=C1)C (2-[(4-tert-Butyl-benzenesulfonyl)-p-tolyl-amino]-N-(3-hydroxy-propyl)-N-quinolin-2-ylmethyl-acetamide). As a reaction SMILES: [C:1]([C:5]1[CH:10]=[CH:9][C:8]([S:11]([N:14]([CH2:22][C:23]([OH:25])=O)[C:15]2[CH:20]=[CH:19][C:18]([CH3:21])=[CH:17][CH:16]=2)(=[O:13])=[O:12])=[CH:7][CH:6]=1)([CH3:4])([CH3:3])[CH3:2].[N:26]1[C:35]2[C:30](=[CH:31][CH:32]=[CH:33][CH:34]=2)[CH:29]=[CH:28][C:27]=1[CH2:36][NH:37][CH2:38][CH2:39][CH2:40][OH:41]>>[C:1]([C:5]1[CH:10]=[CH:9][C:8]([S:11]([N:14]([C:15]2[CH:20]=[CH:19][C:18]([CH3:21])=[CH:17][CH:16]=2)[CH2:22][C:23]([N:37]([CH2:38][CH2:39][CH2:40][OH:41])[CH2:36][C:27]2[CH:28]=[CH:29][C:30]3[C:35](=[CH:34][CH:33]=[CH:32][CH:31]=3)[N:26]=2)=[O:25])(=[O:12])=[O:13])=[CH:7][CH:6]=1)([CH3:3])([CH3:2])[CH3:4]. Procedure details: prepared by reaction of [(4-tert-butyl-benzenesulfonyl)-p-tolyl-amino]-acetic acid with 3-[(quinolin-2-ylmethyl)-amino]-propan-1-ol Starting materials: C(C1=CC=CC=C1)N1C(CC(CC1)OC1=CC=CC(=N1)NC(C1=C(C=C(C=C1)F)Cl)=O)(C)C (N-[6-(1-benzyl-2,2-dimethyl-piperidin-4-yloxy)-pyridin-2-yl]-2-chloro-4-fluoro-benzamide), C(=O)[O-].[NH4+] (ammonium formate). The reagents and catalysts are [Pd] (palladium/carbon). Run in C(C)O (ethanol). Run at temperature 80 celsius, time 16 hour. Product: CC1(NCCC(C1)OC1=CC=CC(=N1)NC(C1=CC=C(C=C1)F)=O)C (N-[6-(2,2-dimethyl-piperidin-4-yloxy)-pyridin-2-yl]-4-fluoro-benzamide). The yield is 101.9%. Reaction SMILES: C([N:8]1[CH2:13][CH2:12][CH:11]([O:14][C:15]2[N:20]=[C:19]([NH:21][C:22](=[O:31])[C:23]3[CH:28]=[CH:27][C:26]([F:29])=[CH:25][C:24]=3Cl)[CH:18]=[CH:17][CH:16]=2)[CH2:10][C:9]1([CH3:33])[CH3:32])C1C=CC=CC=1.C([O-])=O.[NH4+]>[Pd].C(O)C>[CH3:32][C:9]1([CH3:33])[CH2:10][CH:11]([O:14][C:15]2[N:20]=[C:19]([NH:21][C:22](=[O:31])[C:23]3[CH:24]=[CH:25][C:26]([F:29])=[CH:27][CH:28]=3)[CH:18]=[CH:17][CH:16]=2)[CH2:12][CH2:13][NH:8]1 |f:1.2|. Procedure: Combine N-[6-(1-benzyl-2,2-dimethyl-piperidin-4-yloxy)-pyridin-2-yl]-2-chloro-4-fluoro-benzamide (preparation 93, 0.056 g, 0.12 mmol), ethanol (5 mL), 10% palladium/carbon (0.01 g) and ammonium formate (0.064 g, 1.2 mmol), stir and heat to 80° C. After 16 hr., cool to ambient temperature. Filter through celite, rinsing with ethanol. Concentrate filtrate. Dissolve the residue in methanol (10 mL) and load on an SCX column (10 g); wash with methanol (2×50 mL); elute product with 2M ammonia/methanol... Reactants: CO, COC(=O)C(Cc1cc(C)c2[nH]ncc2c1)NC(=O)N1CCC(N2Cc3cccc(F)c3NC2=O)CC1, [Li+], C1CCOC1, [OH-], O. The product is Cc1cc(CC(NC(=O)N2CCC(N3Cc4cccc(F)c4NC3=O)CC2)C(=O)O)cc2cn[nH]c12. As a reaction SMILES: [CH3:38][OH:39].[F:1][c:2]1[cH:3][cH:4][cH:5][c:6]2[c:11]1[NH:10][C:9](=[O:12])[N:8]([CH:13]1[CH2:14][CH2:15][N:16]([C:19](=[O:20])[NH:21][CH:22]([C:23](=[O:24])[O:25][CH3:26])[CH2:27][c:28]3[cH:29][c:30]4[cH:31][n:32][nH:33][c:34]4[c:35]([CH3:37])[cH:36]3)[CH2:17][CH2:18]1)[CH2:7]2.[Li+:45].[O:40]1[CH2:41][CH2:42][CH2:43][CH2:44]1.[OH-:46].[OH2:47]>>[F:1][c:2]1[cH:3][cH:4][cH:5][c:6]2[c:11]1[NH:10][C:9](=[O:12])[N:8]([CH:13]1[CH2:14][CH2:15][N:16]([C:19](=[O:20])[NH:21][CH:22]([C:23](=[O:24])[OH:25])[CH2:27][c:28]3[cH:29][c:30]4[cH:31][n:32][nH:33][c:34]4[c:35]([CH3:37])[cH:36]3)[CH2:17][CH2:18]1)[CH2:7]2.